Dataset: the Open Reaction Database (ORD), a public repository of structured organic reaction records. Task: describe an organic reaction: reactants, conditions, products, and yield Reactants: BrC1=CC=CC(=N1)C(C#C)O (1-(6-bromopyridin-2-yl)prop-2-yn-1-ol), CC(=O)OI1(C=2C=CC=CC2C(=O)O1)(OC(=O)C)OC(=O)C (Dess-Martin periodinane). The solvent is C(Cl)Cl (CH2Cl2), C(Cl)Cl (CH2Cl2). Run at time 2 hour. Product: EtOAc hexanes, BrC1=CC=CC(=N1)C(C#C)=O (1-(6-Bromopyridin-2-yl)prop-2-yn-1-one). The yield is 0.0%. As a reaction SMILES: [Br:1][C:2]1[N:7]=[C:6]([CH:8]([OH:11])[C:9]#[CH:10])[CH:5]=[CH:4][CH:3]=1.CC(OI1(OC(C)=O)(OC(C)=O)OC(=O)C2C=CC=CC1=2)=O>C(Cl)Cl>[Br:1][C:2]1[N:7]=[C:6]([C:8](=[O:11])[C:9]#[CH:10])[CH:5]=[CH:4][CH:3]=1. Reported procedure: To a solution of 1-(6-bromopyridin-2-yl)prop-2-yn-1-ol (Example 512 Step 1) (1.00 g, 4.72 mmol) in CH2Cl2 (30 mL) was added Dess-Martin periodinane (4.00 g, 9.43 mmol). The reaction was stirred at room temperature for 2 h. It was subsequently diluted with CH2Cl2 and washed with 20% Na2S2O3. The combined organic layers were dried (MgSO4), filtered, and evaporated. Flash chromatography (0-25% EtOAc/hexanes) afforded the title compound as a colorless solid. Reactants: S(=O)(Cl)Cl (Thionyl chloride), [Na+].FC(=CCCS(=O)[O-])F (4,4-difluorobut-3-enyl-sulfinic acid sodium salt). The solvent is CCCCCC (n-hexane). Yields the product FC(=CCCS(=O)Cl)F (4,4-difluorobut-3-enyl sulfinylchloride). As a reaction SMILES: [S:1]([Cl:4])(Cl)=[O:2].[Na+].[F:6][C:7]([F:14])=[CH:8][CH2:9][CH2:10]S([O-])=O>CCCCCC>[F:6][C:7]([F:14])=[CH:8][CH2:9][CH2:10][S:1]([Cl:4])=[O:2] |f:1.2|. Procedure: Thionyl chloride (200 ml) in dry n-hexane (400 ml) was stirred at ambient temperature and 4,4-difluorobut-3-enyl-sulfinic acid sodium salt ( 44 g) was added in portions. On complete addition the mixture was heated to reflux under nitrogen for 4.5 hours, cooled to ambient temperature then filtered. The filtrate was evaporated under reduced pressure to give a liquid which was distilled and the fraction collected at bp 50-60° C. at 0.1 mm Hg to yield Reactants: ClC1=C(C=O)C(=CC=C1)Cl (2,6-dichlorobenzaldehyde), NC1=C(C=CC=C1)C(C)=O (1-(2-aminophenyl)-1-ethanone), C(C)(=O)O (acetic acid), [C-]#N.[K+] (potassium cyanide). The solvent is O (water). Conditions: time 0.5 hour. Product: C(C)(=O)C1=C(C=CC=C1)NC(C#N)C1=C(C=CC=C1Cl)Cl ((±)-α-[(2-acetylphenyl)amino]-2,6-dichlorobenzeneacetonitrile). Yield: 71.3%. RXN SMILES: [Cl:1][C:2]1[CH:9]=[CH:8][CH:7]=[C:6]([Cl:10])[C:3]=1[CH:4]=O.[NH2:11][C:12]1[CH:17]=[CH:16][CH:15]=[CH:14][C:13]=1[C:18](=[O:20])[CH3:19].C(O)(=O)C.[C-:25]#[N:26].[K+]>O>[C:18]([C:13]1[CH:14]=[CH:15][CH:16]=[CH:17][C:12]=1[NH:11][CH:4]([C:3]1[C:2]([Cl:1])=[CH:9][CH:8]=[CH:7][C:6]=1[Cl:10])[C:25]#[N:26])(=[O:20])[CH3:19] |f:3.4|. Reported procedure: A mixture of 8.75 parts of 2,6-dichlorobenzaldehyde, 5.4 parts of 1-(2-aminophenyl)-1-ethanone and 105 parts of acetic acid was stirred for 1/2 hour at room temperature. There were added 3.26 parts of potassium cyanide and stirring was continued for 20 hours. The reaction mixture was diluted with water. The precipitate was filtered off, washed with water and recrystallized from acetonitrile. The product was filtered off and dried, yielding 9.1 parts (71.3%) of (±)-α-[(2-acetylphenyl)amino]-2,6-d...